From a dataset of the Open Reaction Database (ORD), a public repository of structured organic reaction records. describe an organic reaction: reactants, conditions, products, and yield Reactants: [Br-], CC[Mg+], COC(=O)C(F)(C(F)(F)F)C(F)(F)F, CCCC(F)(C(F)(F)F)C(F)(F)F. Product: CCC(O)C(F)(C(F)(F)F)C(F)(F)F. RXN SMILES: [Br-:28].[CH2:29]([Mg+:30])[CH3:31].[F:14][C:15]([C:16]([F:18])([F:19])[F:20])([C:21]([F:22])([F:23])[F:24])[C:25](=[O:17])[O:26][CH3:27].[F:1][C:2]([C:3]([CH2:4][CH2:5][CH3:6])([C:7]([F:8])([F:9])[F:10])[F:11])([F:12])[F:13]>>[F:1][C:2]([C:3]([CH:4]([CH2:5][CH3:6])[OH:17])([C:7]([F:8])([F:9])[F:10])[F:11])([F:12])[F:13]. Starting materials: COC(=O)c1cc([N+](=O)[O-])ccc1Oc1cccc(NC(=O)c2cccc(C(C)(C)C#N)c2)c1, C, CN1CCCC1=O, [Pd]. The product is COC(=O)c1cc(N)ccc1Oc1cccc(NC(=O)c2cccc(C(C)(C)C#N)c2)c1. RXN SMILES: [C:1](#[N:2])[C:3]([CH3:4])([CH3:5])[c:6]1[cH:7][c:8]([C:12](=[O:13])[NH:14][c:15]2[cH:16][c:17]([O:18][c:19]3[c:20]([C:21](=[O:22])[O:23][CH3:24])[cH:25][c:26]([N+:29]([O-:30])=[O:31])[cH:27][cH:28]3)[cH:32][cH:33][cH:34]2)[cH:9][cH:10][cH:11]1.[C:42].[CH3:35][N:36]1[C:37](=[O:38])[CH2:39][CH2:40][CH2:41]1.[Pd:43]>>[C:1](#[N:2])[C:3]([CH3:4])([CH3:5])[c:6]1[cH:7][c:8]([C:12](=[O:13])[NH:14][c:15]2[cH:16][c:17]([O:18][c:19]3[c:20]([C:21](=[O:22])[O:23][CH3:24])[cH:25][c:26]([NH2:29])[cH:27][cH:28]3)[cH:32][cH:33][cH:34]2)[cH:9][cH:10][cH:11]1. The reactants are Cc1cc(C(=O)O)cc(Cl)n1, Cc1cccc(N)c1C. Reagents/catalysts: C1CCN(C1)C(=[N+]2CCCC2)F.F[P-](F)(F)(F)(F)F (BTFFH), CN1CCOCC1 (NMM). Run in CN(C)C=O (DMF), CN(C)C=O (DMF), CN(C)C=O (DMF), CN(C)C=O (DMF), CN(C)C=O (DMF), CN(C)C=O (DMF). Conditions: temperature 25 celsius, time 2 hour. Yields the product Cc1cc(C(=O)Nc2cccc(C)c2C)cc(Cl)n1. Yield: 14.3%. RXN SMILES: Cc1cccc(N)c1C.Cc1cc(C(=O)O)cc(Cl)n1.C1CCN(C1)C(=[N+]2CCCC2)F.F[P-](F)(F)(F)(F)F.CN1CCOCC1.CN(C)C=O>>Cc1cc(C(=O)Nc2cccc(C)c2C)cc(Cl)n1. The reactants are CC(C)(C)OC(=O)NC(C(=O)O)c1cccc(Br)c1, C1CCOC1, CI, [Cl-], Cl, [H-], [Na+], [Na+]. The product is CN(C(=O)OC(C)(C)C)C(C(=O)O)c1cccc(Br)c1. Reaction SMILES: [Br:1][c:2]1[cH:3][c:4]([CH:8]([C:9](=[O:10])[OH:11])[NH:12][C:13](=[O:14])[O:15][C:16]([CH3:17])([CH3:18])[CH3:19])[cH:5][cH:6][cH:7]1.[CH2:27]1[O:28][CH2:29][CH2:30][CH2:31]1.[CH3:22][I:23].[Cl-:25].[ClH:26].[H-:20].[Na+:21].[Na+:24]>>[Br:1][c:2]1[cH:3][c:4]([CH:8]([C:9](=[O:10])[OH:11])[N:12]([C:13](=[O:14])[O:15][C:16]([CH3:17])([CH3:18])[CH3:19])[CH3:22])[cH:5][cH:6][cH:7]1. Starting materials: CC(C)(C)[O-].[K+] (potassium tert-butylate), O(C1=CC=CC=C1)C=1C=C(CN)C=CC1 (3-phenoxybenzylamine), C1(=CC=CC=C1)C (toluene), O (water). The product is O(C1=CC=CC=C1)C=1C=C(C=NC(CC)CC)C=CC1 (3-phenoxybenzylidene-3-pentylamine). Isolated yield 92.5%. Reaction SMILES: [O:1]([C:8]1[CH:9]=[C:10]([CH:13]=[CH:14][CH:15]=1)[CH2:11][NH2:12])[C:2]1[CH:7]=[CH:6][CH:5]=[CH:4][CH:3]=1.CC([O-])(C)C.[K+].O.[C:23]1(C)[CH:28]=[CH:27]C=[CH:25][CH:24]=1>>[O:1]([C:8]1[CH:9]=[C:10]([CH:13]=[CH:14][CH:15]=1)[CH:11]=[N:12][CH:23]([CH2:28][CH3:27])[CH2:24][CH3:25])[C:2]1[CH:3]=[CH:4][CH:5]=[CH:6][CH:7]=1 |f:1.2|. Procedure: 60.5 g (0.226 mol) of N-3-pentylidene-(3-phenoxybenzylamine is dissolved in 50 ml of toluene; to the solution is then added 2 g (0.0179 mol) of potassium tert-butylate, and the mixture is refluxed for 4 hours. After cooling of the reaction mixture, extraction is effected by shaking with 50 ml of water, and the organic phase is separated in a separating funnel. The toluene is distilled off in a slight water-jet vacuum to leave 56 g (0.21 mol) of 3-phenoxybenzylidene-3-pentylamine, corresponding t... The reactants are COC=1C=C(CN2C(C(CC2)(C2=CC=CC=C2)CCN2CCC(CC2)NC2=NC3=C(N2CCOCC)C=CC=C3)=O)C=C(C1OC)OC (1-(3,4,5-trimethoxybenzyl)-3-(2-(4-(1-(2-ethoxyethyl)-1H-benzimidazol-2-yl-amino)piperidin-1-yl)ethyl)-3-phenyl-2-oxopyrrolidine), CS(=O)(=O)O (methanesulfonic acid). Yields the product CS(=O)(=O)O.COC=1C=C(CN2C(C(CC2)(C2=CC=CC=C2)CCN2CCC(CC2)NC2=NC3=C(N2CCOCC)C=CC=C3)=O)C=C(C1OC)OC (1-(3,4,5-trimethoxybenzyl)-3-(2-(4-(1-(2-ethoxyethyl)-1H-benzimidazol-2-yl-amino)piperidin-1-yl)ethyl)-3-phenyl-2-oxopyrrolidine Methanesulfonic Acid Salt). RXN SMILES: [CH3:1][O:2][C:3]1[CH:4]=[C:5]([CH:42]=[C:43]([O:47][CH3:48])[C:44]=1[O:45][CH3:46])[CH2:6][N:7]1[CH2:11][CH2:10][C:9]([CH2:18][CH2:19][N:20]2[CH2:25][CH2:24][CH:23]([NH:26][C:27]3[N:31]([CH2:32][CH2:33][O:34][CH2:35][CH3:36])[C:30]4[CH:37]=[CH:38][CH:39]=[CH:40][C:29]=4[N:28]=3)[CH2:22][CH2:21]2)([C:12]2[CH:17]=[CH:16][CH:15]=[CH:14][CH:13]=2)[C:8]1=[O:41].[CH3:49][S:50]([OH:53])(=[O:52])=[O:51]>>[CH3:49][S:50]([OH:53])(=[O:52])=[O:51].[CH3:48][O:47][C:43]1[CH:42]=[C:5]([CH:4]=[C:3]([O:2][CH3:1])[C:44]=1[O:45][CH3:46])[CH2:6][N:7]1[CH2:11][CH2:10][C:9]([CH2:18][CH2:19][N:20]2[CH2:21][CH2:22][CH:23]([NH:26][C:27]3[N:31]([CH2:32][CH2:33][O:34][CH2:35][CH3:36])[C:30]4[CH:37]=[CH:38][CH:39]=[CH:40][C:29]=4[N:28]=3)[CH2:24][CH2:25]2)([C:12]2[CH:17]=[CH:16][CH:15]=[CH:14][CH:13]=2)[C:8]1=[O:41] |f:2.3|. Procedure: Prepare by the method of Example 16.8 using 1-(3,4,5-trimethoxybenzyl)-3-(2-(4-(1-(2-ethoxyethyl)-1H-benzimidazol-2-yl-amino)piperidin-1-yl)ethyl)-3-phenyl-2-oxopyrrolidine (1.5 g) and methanesulfonic acid (0.44 g 1.56 mmol) to give the title compound. The reactants are NC1CC1, Cc1nc(C=Cc2conc2-c2ccc(F)cn2)sc1C(=O)O. Product: Cc1nc(C=Cc2conc2-c2ccc(F)cn2)sc1C(=O)NC1CC1. As a reaction SMILES: [CH:24]1([NH2:27])[CH2:25][CH2:26]1.[F:1][c:2]1[cH:3][cH:4][c:5](-[c:8]2[n:9][o:10][cH:11][c:12]2[CH:13]=[CH:14][c:15]2[s:16][c:17]([C:21](=[O:22])[OH:23])[c:18]([CH3:20])[n:19]2)[n:6][cH:7]1>>[F:1][c:2]1[cH:3][cH:4][c:5](-[c:8]2[n:9][o:10][cH:11][c:12]2[CH:13]=[CH:14][c:15]2[s:16][c:17]([C:21](=[O:23])[NH:27][CH:24]3[CH2:25][CH2:26]3)[c:18]([CH3:20])[n:19]2)[n:6][cH:7]1. The reactants are O=C1CCc2ccccc21, CC[SiH](CC)CC, ClCCl. Product: c1ccc2c(c1)CCC2. Reaction SMILES: [C:1]1(=[O:10])[CH2:2][CH2:3][c:4]2[cH:5][cH:6][cH:7][cH:8][c:9]21.[CH2:11]([SiH:12]([CH2:13][CH3:14])[CH2:15][CH3:16])[CH3:17].[Cl:18][CH2:19][Cl:20]>>[CH2:1]1[CH2:2][CH2:3][c:4]2[cH:5][cH:6][cH:7][cH:8][c:9]21. The reactants are Nc1c(Cl)cc(Cl)c2c1C(=O)c1ccccc1C2=O, O, O, O=S(=O)(O)O. Product: Nc1c(Cl)cc(O)c2c1C(=O)c1ccccc1C2=O. Reaction SMILES: [NH2:7][c:8]1[c:9]([Cl:25])[cH:10][c:11]([Cl:24])[c:12]2[c:21]1[C:20](=[O:22])[c:19]1[c:14]([cH:15][cH:16][cH:17][cH:18]1)[C:13]2=[O:23].[OH2:1].[OH2:26].[S:2](=[O:3])(=[O:4])([OH:5])[OH:6]>>[OH:1][c:11]1[cH:10][c:9]([Cl:25])[c:8]([NH2:7])[c:21]2[c:12]1[C:13](=[O:23])[c:14]1[cH:15][cH:16][cH:17][cH:18][c:19]1[C:20]2=[O:22].